Task: describe an organic reaction: reactants, conditions, products, and yield. Dataset: the Open Reaction Database (ORD), a public repository of structured organic reaction records Conditions: time 20 minute. Reaction SMILES: [N:1]1[N:2]([C:11]2[CH:19]=[CH:18][C:14]([C:15]([NH2:17])=[O:16])=[CH:13][CH:12]=2)[CH:3]=[C:4]2[CH2:10][CH2:9][NH:8][CH2:7][CH2:6][C:5]=12.[C:20]1(=O)[CH2:23][CH2:22][CH2:21]1.C(O[BH-](OC(=O)C)OC(=O)C)(=O)C.[Na+].CO>ClCCl.C(O)(=O)C>[CH:20]1([N:8]2[CH2:9][CH2:10][C:4]3=[CH:3][N:2]([C:11]4[CH:19]=[CH:18][C:14]([C:15]([NH2:17])=[O:16])=[CH:13][CH:12]=4)[N:1]=[C:5]3[CH2:6][CH2:7]2)[CH2:23][CH2:22][CH2:21]1 |f:2.3|. The reagents and catalysts are C(C)(=O)O (acetic acid). Reported procedure: To a solution of 4-(5,6,7,8-tetrahydropyrazolo[3,4-d]azepin-2(4H)-yl)benzamide (may be prepared as described in Description 37) (31 mg, 0.12 mmol) in dichloromethane (3 ml) was added cyclobutanone (17 mg, 0.24 mmol) and acetic acid (2 drops). The resulting mixture was stirred at room temperature, under argon, for 20 minutes. Sodium triacetoxyborohydride (51 mg, 0.24 mmol) was added and stirring continued for 2 hours. Methanol was added and the crude mixture was purified by SCX, eluting with meth... The product is C1(CCC1)N1CCC=2C(CC1)=CN(N2)C2=CC=C(C(=O)N)C=C2 (4-(6-Cyclobutyl-5,6,7,8-tetrahydropyrazolo[3,4-d]azepin-2(4H)-yl)benzamide). Run in ClCCl (dichloromethane). Starting materials: N=1N(C=C2C1CCNCC2)C2=CC=C(C(=O)N)C=C2 (4-(5,6,7,8-tetrahydropyrazolo[3,4-d]azepin-2(4H)-yl)benzamide), C1(CCC1)=O (cyclobutanone), CO (Methanol), C(C)(=O)O[BH-](OC(C)=O)OC(C)=O.[Na+] (Sodium triacetoxyborohydride). Reactants: Cl.ClC1=C(C(=CC=C1F)Cl)C(CN)O[Si](CC)(CC)CC (2-(2,6-dichloro-3-fluorophenyl)-2-((triethylsilyl)oxy)ethanamine hydrochloride), C(=O)(O)[O-].[Na+] (NaHCO3). The solvent is C(Cl)Cl (DCM). Yields the product ClC1=C(C(=CC=C1F)Cl)C(CN)O[Si](CC)(CC)CC (2-(2,6-dichloro-3-fluorophenyl)-2-((triethylsilyl)oxy)ethanamine). Yield: 82.0%. Reaction SMILES: Cl.[Cl:2][C:3]1[C:8]([F:9])=[CH:7][CH:6]=[C:5]([Cl:10])[C:4]=1[CH:11]([O:14][Si:15]([CH2:20][CH3:21])([CH2:18][CH3:19])[CH2:16][CH3:17])[CH2:12][NH2:13].C([O-])(O)=O.[Na+]>C(Cl)Cl>[Cl:2][C:3]1[C:8]([F:9])=[CH:7][CH:6]=[C:5]([Cl:10])[C:4]=1[CH:11]([O:14][Si:15]([CH2:16][CH3:17])([CH2:20][CH3:21])[CH2:18][CH3:19])[CH2:12][NH2:13] |f:0.1,2.3|. Reported procedure: To a 100 mL three-necked RBF were added (1-(2,6-dichloro-3-fluorophenyl)-2-nitroethoxy)triethylsilane (3.64 g, 9.88 mmol) in EtOH (16 ml) and water (4 ml) at room temperature followed by addition of iron (5.52 g, 99 mmol) and ammonium chloride (5.29 g, 99 mmol). The flask was purged with nitrogen and was heated to 60° C. under nitrogen for 3 h. The mixture was cooled to room temperature, diluted with 40 mL of MeOH, sonicated for 10 min. Then the solution was decanted through a pad of celite. Thi... Reactants: CCOC(C)=O, O=[N+]([O-])c1ccc(F)c2ccccc12. The product is Nc1ccc(F)c2ccccc12. RXN SMILES: [CH3:15][CH2:16][O:17][C:18]([CH3:19])=[O:20].[F:1][c:2]1[cH:3][cH:4][c:5]([N+:12]([O-:13])=[O:14])[c:6]2[cH:7][cH:8][cH:9][cH:10][c:11]12>>[F:1][c:2]1[cH:3][cH:4][c:5]([NH2:12])[c:6]2[cH:7][cH:8][cH:9][cH:10][c:11]12. Reactants: CC1=C(SC=C1)C1OCCO1 (2-(3-methyl-2-thienyl)-1,3-dioxolane), C(CCC)[Li] (n-butyl lithium), O (Water), BrCCCCBr (1,4-dibromobutane). Run in O1CCCC1 (tetrahydrofuran), CCCCCC (hexane). Reaction conditions: time 1 hour. Yields the product BrCCCCC1=CC(=C(S1)C1OCCO1)C (2-[5-(4-Bromobutyl)-3-methyl-2-thienyl]-1,3-dioxolane). Isolated yield 68.5%. RXN SMILES: [CH3:1][C:2]1[CH:6]=[CH:5][S:4][C:3]=1[CH:7]1[O:11][CH2:10][CH2:9][O:8]1.C([Li])CCC.[Br:17][CH2:18][CH2:19][CH2:20][CH2:21]Br.O>O1CCCC1.CCCCCC>[Br:17][CH2:18][CH2:19][CH2:20][CH2:21][C:5]1[S:4][C:3]([CH:7]2[O:11][CH2:10][CH2:9][O:8]2)=[C:2]([CH3:1])[CH:6]=1. Reported procedure: A solution of 2-(3-methyl-2-thienyl)-1,3-dioxolane (12.3 g) in dry tetrahydrofuran (150 ml) was treated with a solution of n-butyl lithium in hexane (1.6M, 50 ml) at -60°, under nitrogen. After 1 h, 1,4-dibromobutane (17.3 g) was added and the mixture was stirred at -50° for 3 h and at room temperature for 18 h. Water (75 ml) was added and the mixture extracted with ether. The organic extract was distilled to give the title compound as a light brown oil (15.1 g) b.p. 250°/0.15 mm. Reactants: C(=O)C1=CC2=C(N(C=N2)C2=CC(=CC=C2)C2=NC=CC=N2)C=C1 (5-Formyl-1-(3-(2-pyrimidyl)phenyl)benzimidazole), NOC.Cl (NH2OMe.HCl). The product is CON=CC1=CC2=C(N(C=N2)C2=CC(=CC=C2)C2=NC=CC=N2)C=C1 (5-Formyl-1-(3-(2-pyrimidyl)phenyl)benzimidazole O-methyl oxime). Yield: 83.3%. As a reaction SMILES: [CH:1]([C:3]1[CH:23]=[CH:22][C:6]2[N:7]([C:10]3[CH:15]=[CH:14][CH:13]=[C:12]([C:16]4[N:21]=[CH:20][CH:19]=[CH:18][N:17]=4)[CH:11]=3)[CH:8]=[N:9][C:5]=2[CH:4]=1)=O.[NH2:24][O:25][CH3:26].Cl>>[CH3:26][O:25][N:24]=[CH:1][C:3]1[CH:23]=[CH:22][C:6]2[N:7]([C:10]3[CH:15]=[CH:14][CH:13]=[C:12]([C:16]4[N:17]=[CH:18][CH:19]=[CH:20][N:21]=4)[CH:11]=3)[CH:8]=[N:9][C:5]=2[CH:4]=1 |f:1.2|. Procedure details: was synthesized as described in Example 22 but using (68) (210 mg, 0.70 mmol) instead of (55) and NH2OMe.HCl (300 mg, 3.6 mmol) instead of NH2OH.HCl. The reaction gave (69) (192 mg, 83%). Mp. 158-159° C. The reactants are C(CCCCCCCCC)C=1C=NC(=NC1)C1=CC=C(C(=O)O)C=C1 (4-(5-decylpyrimidin-2-yl)-benzoic acid), FC1=C(C=CC(=C1)CCCCCCCCC)O (2-fluoro-4-nonylphenol), C1(CCCCC1)N=C=NC1CCCCC1 (dicyclohexylcarbodiimide). Run in ClCCl (dichloromethane). Reaction conditions: time 4 hour. Product: C(CCCCCCCCC)C=1C=NC(=NC1)C1=CC=C(C(=O)OC2=C(C=C(C=C2)CCCCCCCCC)F)C=C1 (2-fluoro-4-nonylphenyl 4-(5-decylpyrimidin-2-yl)-benzoate). As a reaction SMILES: [CH2:1]([C:11]1[CH:12]=[N:13][C:14]([C:17]2[CH:25]=[CH:24][C:20]([C:21]([OH:23])=[O:22])=[CH:19][CH:18]=2)=[N:15][CH:16]=1)[CH2:2][CH2:3][CH2:4][CH2:5][CH2:6][CH2:7][CH2:8][CH2:9][CH3:10].[F:26][C:27]1[CH:32]=[C:31]([CH2:33][CH2:34][CH2:35][CH2:36][CH2:37][CH2:38][CH2:39][CH2:40][CH3:41])[CH:30]=[CH:29][C:28]=1O.C1(N=C=NC2CCCCC2)CCCCC1>ClCCl>[CH2:1]([C:11]1[CH:16]=[N:15][C:14]([C:17]2[CH:25]=[CH:24][C:20]([C:21]([O:23][C:28]3[CH:29]=[CH:30][C:31]([CH2:33][CH2:34][CH2:35][CH2:36][CH2:37][CH2:38][CH2:39][CH2:40][CH3:41])=[CH:32][C:27]=3[F:26])=[O:22])=[CH:19][CH:18]=2)=[N:13][CH:12]=1)[CH2:2][CH2:3][CH2:4][CH2:5][CH2:6][CH2:7][CH2:8][CH2:9][CH3:10]. Procedure: 17.0 g of 4-(5-decylpyrimidin-2-yl)-benzoic acid (prepared from 4-(5-decylpyrimidin-2-yl)-benzonitrile by saponification) and 11.1 g of 2-fluoro-4-nonylphenol are introduced into 200 ml of dichloromethane and 11.0 g of dicyclohexylcarbodiimide are added. The mixture is stirred for 4 hours at 20°, the precipitated urea is filtered off under suction, and the filtrate is concentrated to a small volume. After adsorptive filtration of the residue over silica gel using ethyl acetate as eluant, 2-fluor... Starting materials: O=C(O)c1c(-c2ccccc2)c2cc(Br)ccc2c(=O)n1Cc1ccccc1, CC(C)COC(=O)c1cc(CO)ccn1. Yields the product CC(C)COC(=O)c1cc(COC(=O)c2c(-c3ccccc3)c3cc(Br)ccc3c(=O)n2Cc2ccccc2)ccn1. RXN SMILES: [CH2:1]([c:2]1[cH:3][cH:4][cH:5][cH:6][cH:7]1)[n:8]1[c:9](=[O:28])[c:10]2[cH:11][cH:12][c:13]([Br:27])[cH:14][c:15]2[c:16](-[c:21]2[cH:22][cH:23][cH:24][cH:25][cH:26]2)[c:17]1[C:18](=[O:19])[OH:20].[CH2:29]([CH:30]([CH3:31])[CH3:32])[O:33][C:34](=[O:35])[c:36]1[n:37][cH:38][cH:39][c:40]([CH2:42][OH:43])[cH:41]1>>[CH2:1]([c:2]1[cH:3][cH:4][cH:5][cH:6][cH:7]1)[n:8]1[c:9](=[O:28])[c:10]2[cH:11][cH:12][c:13]([Br:27])[cH:14][c:15]2[c:16](-[c:21]2[cH:22][cH:23][cH:24][cH:25][cH:26]2)[c:17]1[C:18]([O:19][CH2:42][c:40]1[cH:39][cH:38][n:37][c:36]([C:34]([O:33][CH2:29][CH:30]([CH3:31])[CH3:32])=[O:35])[cH:41]1)=[O:20].